From a dataset of the Open Reaction Database (ORD), a public repository of structured organic reaction records. describe an organic reaction: reactants, conditions, products, and yield Starting materials: ClC1=NC(=CN=C1)OCCOC1=CC2=CC=C(C=C2C=C1)OC (2-chloro-6-[2-(6-methoxy-naphthalen-2-yloxy)-ethoxy]pyrazine), C(=O)([O-])[O-].[K+].[K+] (K2CO3), COC=1C=C2C=CC(=CC2=CC1)OCCO (2-(6-methoxy-naphthalen-2-yloxy)ethanol), N1CCNCC1 (piperazine). Product: COC=1C=C2C=CC(=CC2=CC1)OCCOC1=NC(=CN=C1)N1CCNCC1 (2-[2-(6-Methoxy-naphthalen-2-yloxy)-ethoxy]-6-(1-piperazinyl)pyrazine). Reaction SMILES: Cl[C:2]1[CH:7]=[N:6][CH:5]=[C:4]([O:8][CH2:9][CH2:10][O:11][C:12]2[CH:21]=[CH:20][C:19]3[C:14](=[CH:15][CH:16]=[C:17]([O:22][CH3:23])[CH:18]=3)[CH:13]=2)[N:3]=1.COC1C=C2C(=CC=1)C=C(OCCO)C=C2.[NH:40]1[CH2:45][CH2:44][NH:43][CH2:42][CH2:41]1.C([O-])([O-])=O.[K+].[K+]>>[CH3:23][O:22][C:17]1[CH:18]=[C:19]2[C:14](=[CH:15][CH:16]=1)[CH:13]=[C:12]([O:11][CH2:10][CH2:9][O:8][C:4]1[CH:5]=[N:6][CH:7]=[C:2]([N:40]3[CH2:45][CH2:44][NH:43][CH2:42][CH2:41]3)[N:3]=1)[CH:21]=[CH:20]2 |f:3.4.5|. Procedure details: The title compound was prepared according to the procedure of example 50, step 2, starting from 2-chloro-6-[2-(6-methoxy-naphthalen-2-yloxy)-ethoxy]pyrazine [0.94 g, 2.8 mmol; obtained according to the procedure of example 50, step 1, starting from 2-(6-methoxy-naphthalen-2-yloxy)ethanol*], piperazine (1.00 g, 11.6 mmol) and K2CO3 (0.50 g, 3.6 mmol) with the exception that the final filtration through alumina was omitted. The yield of the of the title compound was 0.52 g (48%) which was obtained... The product is COc1ccc(C(C)NC(=O)CC(C)=O)cc1. The reactants are C=C1CC(=O)O1, COc1ccc(C(C)N)cc1, ClCCl. As a reaction SMILES: [CH2:12]=[C:13]1[CH2:14][C:15](=[O:17])[O:16]1.[CH3:1][O:2][c:3]1[cH:4][cH:5][c:6]([CH:9]([CH3:10])[NH2:11])[cH:7][cH:8]1.[Cl:18][CH2:19][Cl:20]>>[CH3:1][O:2][c:3]1[cH:4][cH:5][c:6]([CH:9]([CH3:10])[NH:11][C:15]([CH2:14][C:13]([CH3:12])=[O:16])=[O:17])[cH:7][cH:8]1.